describe an organic reaction: reactants, conditions, products, and yield From a dataset of the Open Reaction Database (ORD), a public repository of structured organic reaction records. Reactants: [OH-].[Na+] (NaOH), C(C)(C)(C)OC(=O)C=1C=CC(=C(C1)C=1C=C2C(=NC1)OC(=C2C(=O)OC)C2=CC=C(C=C2)F)C (methyl 5-(5-(tert-butoxycarbonyl)-2-methylphenyl)-2-(4-fluorophenyl)furo[2,3-b]pyridine-3-carboxylate). Solvent: CO (MeOH), C1CCOC1 (THF), CCOC(=O)C (EtOAc). Conditions: time 4 hour. Yields the product C(C)(C)(C)OC(=O)C=1C=CC(=C(C1)C=1C=C2C(=NC1)OC(=C2C(=O)O)C2=CC=C(C=C2)F)C (5-(5-(tert-butoxycarbonyl)-2-methylphenyl)-2-(4-fluorophenyl)furo[2,3-b]pyridine-3-carboxylic acid). The yield is 100.0%. Reaction SMILES: [OH-].[Na+].[C:3]([O:7][C:8]([C:10]1[CH:11]=[CH:12][C:13]([CH3:36])=[C:14]([C:16]2[CH:17]=[C:18]3[C:24]([C:25]([O:27]C)=[O:26])=[C:23]([C:29]4[CH:34]=[CH:33][C:32]([F:35])=[CH:31][CH:30]=4)[O:22][C:19]3=[N:20][CH:21]=2)[CH:15]=1)=[O:9])([CH3:6])([CH3:5])[CH3:4]>CO.C1COCC1.CCOC(C)=O>[C:3]([O:7][C:8]([C:10]1[CH:11]=[CH:12][C:13]([CH3:36])=[C:14]([C:16]2[CH:17]=[C:18]3[C:24]([C:25]([OH:27])=[O:26])=[C:23]([C:29]4[CH:30]=[CH:31][C:32]([F:35])=[CH:33][CH:34]=4)[O:22][C:19]3=[N:20][CH:21]=2)[CH:15]=1)=[O:9])([CH3:6])([CH3:5])[CH3:4] |f:0.1|. Procedure: NaOH (1.4 mL, 1.37 mmol) was added to a stirring solution of methyl 5-(5-(tert-butoxycarbonyl)-2-methylphenyl)-2-(4-fluorophenyl)furo[2,3-b]pyridine-3-carboxylate (211 mg, 0.457 mmol) in MeOH (2.3 mL) and THF (2.3 mL) at 60° C. It was allowed to stir for 4 hours. The mixture was diluted with EtOAc and washed with 1M HCl, and sat NaCl. The organic phase was dried over Na2SO4, filtered and concentrated to give the expected product 5-(5-(tert-butoxycarbonyl)-2-methylphenyl)-2-(4-fluorophenyl)furo[2...